This data is from the Open Reaction Database (ORD), a public repository of structured organic reaction records. The task is: describe an organic reaction: reactants, conditions, products, and yield Reactants: O (water), OC(CCC=1OC2=C(N1)C=CC=1CCC(C12)CCNC(C)=O)C (N-{2-[2-(3-hydroxybutyl)-7,8-dihydro-6H-indeno[5,4-d][1,3]oxazol-8-yl]ethyl}acetamide), C[N+]1(CCOCC1)[O-] (4-methylmorpholine N-oxide), tetra-n-propylammonium perruthenate(VII). Solvent: C(C)#N (acetonitrile). Conditions: time 2 hour. The product is O=C(CCC=1OC2=C(N1)C=CC=1CCC(C12)CCNC(C)=O)C (N-{2-[2-(3-Oxobutyl)-7,8-dihydro-6H-indeno[5,4-d][1,3]oxazol-8-yl]ethyl}acetamide). Yield: 31.0%. As a reaction SMILES: [OH:1][CH:2]([CH3:23])[CH2:3][CH2:4][C:5]1[O:6][C:7]2[C:16]3[CH:15]([CH2:17][CH2:18][NH:19][C:20](=[O:22])[CH3:21])[CH2:14][CH2:13][C:12]=3[CH:11]=[CH:10][C:8]=2[N:9]=1.C[N+]1([O-])CCOCC1.O>C(#N)C>[O:1]=[C:2]([CH3:23])[CH2:3][CH2:4][C:5]1[O:6][C:7]2[C:16]3[CH:15]([CH2:17][CH2:18][NH:19][C:20](=[O:22])[CH3:21])[CH2:14][CH2:13][C:12]=3[CH:11]=[CH:10][C:8]=2[N:9]=1. Reported procedure: A suspension of N-{2-[2-(3-hydroxybutyl)-7,8-dihydro-6H-indeno[5,4-d][1,3]oxazol-8-yl]ethyl}acetamide (72.0 mg, 0.228 mmol), 4 Å molecular sieves (72 mg), 4-methylmorpholine N-oxide (66.8 mg, 0.570 mmol) and tetra-n-propylammonium perruthenate(VII) (8.0 mg, 0.0228 mmol) in acetonitrile (3 mL) was stirred at room temperature for 2 hr. To the reaction mixture was added water and the mixture was extracted with ethyl acetate. The extract was washed with saturated brine and dried over anhydrous sodiu... The reactants are O=CC1=CC(O)=C(OC)C=C1 (isovanillin), C(C1=CC=CC=C1)OCCI (2-benzyloxyethyl iodide), C([O-])([O-])=O.[K+].[K+] (potassium carbonate). Run in CC(=O)CC (ethyl methyl ketone). The product is C(C1=CC=CC=C1)OCCOC=1C=C(C=O)C=CC1OC (3-(2-Benzyloxyethoxy)-4-methoxy-benzaldehyde). As a reaction SMILES: [O:1]=[CH:2][C:3]1[CH:11]=[CH:10][C:7]([O:8][CH3:9])=[C:5]([OH:6])[CH:4]=1.[CH2:12]([O:19][CH2:20][CH2:21]I)[C:13]1[CH:18]=[CH:17][CH:16]=[CH:15][CH:14]=1.C(=O)([O-])[O-].[K+].[K+]>CC(CC)=O>[CH2:12]([O:19][CH2:20][CH2:21][O:6][C:5]1[CH:4]=[C:3]([CH:11]=[CH:10][C:7]=1[O:8][CH3:9])[CH:2]=[O:1])[C:13]1[CH:18]=[CH:17][CH:16]=[CH:15][CH:14]=1 |f:2.3.4|. Procedure details: 20 g isovanillin (Formula IIIa), 41.3 g 2-benzyloxyethyl iodide (Formula IIIb) and 21.8 g potassium carbonate in 200 ml ethyl methyl ketone are stirred for 12 hrs. under reflux. The obtained suspension is cooled to room temperature and the precipitate filtered off, washed with acetone and evaporated. The residue is taken up in ethyl acetate and extracted with H2O (3×) and brine (1×). The organic phase is dried, filtered and evaporated to yield the title compound as an oil. The reactants are CC1=C(C(=O)O)C(=CC=C1[N+](=O)[O-])C (2,6-dimethyl-3-nitrobenzoic acid), Cl (hydrochloric acid). Run in O1CCCC1 (tetrahydrofuran). Reaction conditions: time 1 hour. The product is CC1=C(CO)C(=CC=C1[N+](=O)[O-])C (2,6- dimethyl-3-nitrobenzyl alcohol). The yield is 80.0%. Reaction SMILES: [CH3:1][C:2]1[C:10]([N+:11]([O-:13])=[O:12])=[CH:9][CH:8]=[C:7]([CH3:14])[C:3]=1[C:4](O)=[O:5].Cl>O1CCCC1>[CH3:1][C:2]1[C:10]([N+:11]([O-:13])=[O:12])=[CH:9][CH:8]=[C:7]([CH3:14])[C:3]=1[CH2:4][OH:5]. Procedure details: To a solution of 2,6-dimethyl-3-nitrobenzoic acid (3.09 g) in tetrahydrofuran (5 ml) was added borane-methyl sulfide complex (2.41 g) under ice-cooling, and the mixture was stirred for 30 minutes at the same temperature, for 1 hour at ambient temperature, and then for 4 hours under heating. To the mixture was added 1N hydrochloric acid under ice-cooling, and the mixture was allowed to stand overnight. The mixture was extracted with ethyl acetate twice, and the combined organic layer was washed w... The reactants are C([O-])([O-])=O.[K+].[K+] (potassium carbonate), CI (methyl iodide), OC1=CC=C2C=CC=C3CC(C1=C32)=O (8-hydroxyacenaphthen-1-one). Solvent: CN(C=O)C (N,N-dimethylformamide). Run at time 5 hour. The product is COC1=CC=C2C=CC=C3CC(C1=C32)=O (8-methoxyacenaphthen-1-one). Isolated yield 75.7%. Reaction SMILES: [OH:1][C:2]1[C:12]2=[C:13]3[C:5]([CH:6]=[CH:7][CH:8]=[C:9]3[CH2:10][C:11]2=[O:14])=[CH:4][CH:3]=1.[C:15](=O)([O-])[O-].[K+].[K+].CI>CN(C)C=O>[CH3:15][O:1][C:2]1[C:12]2=[C:13]3[C:5]([CH:6]=[CH:7][CH:8]=[C:9]3[CH2:10][C:11]2=[O:14])=[CH:4][CH:3]=1 |f:1.2.3|. Reported procedure: A known compound, 8-hydroxyacenaphthen-1-one (7.0 g) (J. Chem. Soc., 1954, p. 4299), was dissolved in N,N-dimethylformamide (70 ml), potassium carbonate (7.9 g) and methyl iodide (6.8 g) were added, and the mixture was stirred at room temperature for 5 hr. After completion of the reaction, the mixture was extracted with ethyl acetate, and the extract was washed with saturated brine, and dried over magnesium sulfate. The solvent was evaporated under reduced pressure, and the residue was purified ... Reactants: C(C)OC(CN1C(COCC1C)C)=O (Ethyl-2-(3,5-dimethylmorpholino)acetate), C(C)O (ethanol), O.NN (hydrazine hydrate). Reaction conditions: temperature 80 celsius, time 20 hour. Yields the product C(C)C(C(=O)NN)N1C(COCC1C)C (Ethyl 2-(3,5-dimethylmorpholino)acetohydrazide). As a reaction SMILES: C(O[C:4](=[O:14])[CH2:5][N:6]1[CH:11]([CH3:12])[CH2:10][O:9][CH2:8][CH:7]1[CH3:13])C.O.[NH2:16][NH2:17].[CH2:18](O)[CH3:19]>>[CH2:18]([CH:5]([N:6]1[CH:7]([CH3:13])[CH2:8][O:9][CH2:10][CH:11]1[CH3:12])[C:4]([NH:16][NH2:17])=[O:14])[CH3:19] |f:1.2|. Reported procedure: Ethyl-2-(3,5-dimethylmorpholino)acetate (0.19 g, 0.944 mmol) was dissolved in ethanol (4 mL) and hydrazine hydrate (0.047 g, 0.944 mmol) was added dropwise. The reaction mixture was stirred at 80° C. for 20 h and the reaction mixture was concentrated under reduced pressure to give the crude product, which was used without further purification in the subsequent step. (Crude yield: 97%). 1H NMR (400 MHz, DMSO-d6) δ 8.95 (s, 2H), 8.84 (s, 1H), 3.60-3.63 (m, 2H), 3.25-3.29 (m, 2H), 3.14 (s, 2H), 3.0... Reactants: O=C([O-])[O-], CO, CCOCC, COC(=O)Oc1cc(N2C(=O)C3=CCCCN3C2=O)c(F)cc1Cl, Cl, [K+], [K+]. The product is O=C1C2=CCCCN2C(=O)N1c1cc(O)c(Cl)cc1F. RXN SMILES: [C:27](=[O:28])([O-:29])[O-:30].[CH3:1][OH:2].[CH3:34][CH2:35][O:36][CH2:37][CH3:38].[Cl:3][c:4]1[cH:5][c:6]([F:26])[c:7]([N:15]2[C:16](=[O:25])[N:17]3[C:18](=[CH:19][CH2:20][CH2:21][CH2:22]3)[C:23]2=[O:24])[cH:8][c:9]1[O:10][C:11]([O:12][CH3:13])=[O:14].[ClH:33].[K+:31].[K+:32]>>[Cl:3][c:4]1[cH:5][c:6]([F:26])[c:7]([N:15]2[C:16](=[O:25])[N:17]3[C:18](=[CH:19][CH2:20][CH2:21][CH2:22]3)[C:23]2=[O:24])[cH:8][c:9]1[OH:10].